From a dataset of the Open Reaction Database (ORD), a public repository of structured organic reaction records. describe an organic reaction: reactants, conditions, products, and yield Starting materials: COC(CC1=CC=CC=C1)=O (phenylacetic acid methyl ester), C(C)(C)I (isopropyl iodide), [Na] (sodium), N (ammonia). Reagents/catalysts: [N+](=O)([O-])[O-].[Fe+3].[N+](=O)([O-])[O-].[N+](=O)([O-])[O-] (iron-(III) nitrate). The solvent is O1CCCC1 (tetrahydrofuran). The product is COC(C(C(C)C)C1=CC=CC=C1)=O (2-phenyl-3-methylbutyric acid methyl ester). Isolated yield 86.2%. RXN SMILES: [Na].N.[CH3:3][O:4][C:5](=[O:13])[CH2:6][C:7]1[CH:12]=[CH:11][CH:10]=[CH:9][CH:8]=1.[CH:14](I)([CH3:16])[CH3:15]>O1CCCC1.[N+]([O-])([O-])=O.[Fe+3].[N+]([O-])([O-])=O.[N+]([O-])([O-])=O>[CH3:3][O:4][C:5](=[O:13])[CH:6]([C:7]1[CH:8]=[CH:9][CH:10]=[CH:11][CH:12]=1)[CH:14]([CH3:16])[CH3:15] |f:5.6.7.8,^1:0|. Procedure details: 23 g of sodium in small portions were added at -35° within 90 minutes to 1500 ml of liquid ammonia. After completion of the addition, 150 mg of iron-(III) nitrate.9H2O were added. To this suspension were added, while stirring vigorously, 150 g (1 mol) of phenylacetic acid methyl ester in 500 ml of absolute tetrahydrofuran and, half an hour later, 100 ml (1 mol) of isopropyl iodide were added dropwise. After completion of the addition, the ammonia was distilled off overnight. Water was added slow... Reactants: O=C([O-])O, CCCC[N+](CCCC)(CCCC)CCCC, Cl, [F-], C[Si](C)(C)C(F)(F)F, [Na+], C1CCOC1, Cc1nc(C)c(C(=O)c2ccoc2)o1. Product: Cc1nc(C)c(C(O)(c2ccoc2)C(F)(F)F)o1. As a reaction SMILES: [C:42](=[O:43])([O-:44])[OH:45].[CH3:2][CH2:3][CH2:4][CH2:5][N+:6]([CH2:7][CH2:8][CH2:9][CH3:10])([CH2:11][CH2:12][CH2:13][CH3:14])[CH2:15][CH2:16][CH2:17][CH3:18].[ClH:41].[F-:1].[F:33][C:34]([F:35])([F:36])[Si:37]([CH3:38])([CH3:39])[CH3:40].[Na+:46].[O:47]1[CH2:48][CH2:49][CH2:50][CH2:51]1.[o:19]1[cH:20][c:21]([C:24](=[O:25])[c:26]2[c:27]([CH3:32])[n:28][c:29]([CH3:31])[o:30]2)[cH:22][cH:23]1>>[o:19]1[cH:20][c:21]([C:24]([OH:25])([c:26]2[c:27]([CH3:32])[n:28][c:29]([CH3:31])[o:30]2)[C:34]([F:33])([F:35])[F:36])[cH:22][cH:23]1. The reactants are CCOC(=O)C=C1CC2CCC(C1)N2C(=O)OC(C)(C)C, CO. Yields the product CCOC(=O)CC1CC2CCC(C1)N2C(=O)OC(C)(C)C. As a reaction SMILES: [C:1]([CH3:2])([CH3:3])([CH3:4])[O:5][C:6](=[O:7])[N:8]1[CH:9]2[CH2:10][C:11](=[CH:16][C:17](=[O:18])[O:19][CH2:20][CH3:21])[CH2:12][CH:13]1[CH2:14][CH2:15]2.[CH3:22][OH:23]>>[C:1]([CH3:2])([CH3:3])([CH3:4])[O:5][C:6](=[O:7])[N:8]1[CH:9]2[CH2:10][CH:11]([CH2:16][C:17](=[O:18])[O:19][CH2:20][CH3:21])[CH2:12][CH:13]1[CH2:14][CH2:15]2. Starting materials: CCOC(=O)COc1ccc(N(C)Cc2sc(-c3ccc(C(F)(F)F)cc3)nc2C)cc1CCCOC, C1CCOC1, CCO, [Na+], [OH-]. The product is COCCCc1cc(N(C)Cc2sc(-c3ccc(C(F)(F)F)cc3)nc2C)ccc1OCC(=O)O. Reaction SMILES: [CH2:1]([CH3:2])[O:3][C:4]([CH2:5][O:6][c:7]1[c:8]([CH2:32][CH2:33][CH2:34][O:35][CH3:36])[cH:9][c:10]([N:13]([CH2:14][c:15]2[c:16]([CH3:30])[n:17][c:18](-[c:20]3[cH:21][cH:22][c:23]([C:26]([F:27])([F:28])[F:29])[cH:24][cH:25]3)[s:19]2)[CH3:31])[cH:11][cH:12]1)=[O:37].[CH2:40]1[O:41][CH2:42][CH2:43][CH2:44]1.[CH3:45][CH2:46][OH:47].[Na+:39].[OH-:38]>>[O:3]=[C:4]([CH2:5][O:6][c:7]1[c:8]([CH2:32][CH2:33][CH2:34][O:35][CH3:36])[cH:9][c:10]([N:13]([CH2:14][c:15]2[c:16]([CH3:30])[n:17][c:18](-[c:20]3[cH:21][cH:22][c:23]([C:26]([F:27])([F:28])[F:29])[cH:24][cH:25]3)[s:19]2)[CH3:31])[cH:11][cH:12]1)[OH:37]. Reactants: C(C(=O)C)(=O)OCC (ethyl pyruvate), C(OCC)(OCC)OCC (triethyl orthoformate), C(=O)([O-])[O-].[Na+].[Na+] (Na2CO3). Reagents/catalysts: O.C1(=CC=C(C=C1)S(=O)(=O)O)C (p-toluenesulfonic acid monohydrate). Run in C(C)O (ethyl alcohol). Run at temperature 45 celsius, time 8 hour. The product is C(C)OC(C(=O)OCC)(C)OCC (ethyl pyruvate diethyl ketal). The yield is 845.0%. As a reaction SMILES: [C:1]([O:6][CH2:7][CH3:8])(=[O:5])C(C)=O.[CH:9]([O:16][CH2:17][CH3:18])([O:13][CH2:14][CH3:15])OCC.[C:19]([O-])([O-])=O.[Na+].[Na+]>O.C1(C)C=CC(S(O)(=O)=O)=CC=1.C(O)C>[CH2:17]([O:16][C:9]([O:13][CH2:14][CH3:15])([CH3:19])[C:1]([O:6][CH2:7][CH3:8])=[O:5])[CH3:18] |f:2.3.4,5.6|. Procedure details: A mixture of ethyl pyruvate (13.92 g, 0.120 moles), triethyl orthoformate (19.44 g, 0.131 moles), ethyl alcohol (9.0 g), and p-toluenesulfonic acid monohydrate (0.0432 g, 0.00227 moles) was stirred at 45° C. overnight under nitrogen atmosphere. Next, after cooling to room temperature, Na2CO3 (1.20 g) was added and the mixture was stirred for 15 minutes. The reaction mixture was then filtered and ethyl alcohol and residual triethyl orthoformate were distilled off under reduced pressure. The resid... Reactants: CC(CN1CCN(CCc2ccc(C(=O)O)cc2)CC1)Oc1ccc(N)cc1, CC(=O)OC(C)=O, Cl, Cl, Cl. The product is CC(=O)Nc1ccc(OC(C)CN2CCN(CCc3ccc(C(=O)O)cc3)CC2)cc1. Reaction SMILES: [C:4](=[O:5])([OH:6])[c:7]1[cH:8][cH:9][c:10]([CH2:11][CH2:12][N:13]2[CH2:14][CH2:15][N:16]([CH2:19][CH:20]([CH3:21])[O:22][c:23]3[cH:24][cH:25][c:26]([NH2:29])[cH:27][cH:28]3)[CH2:17][CH2:18]2)[cH:30][cH:31]1.[CH3:32][C:33](=[O:34])[O:35][C:36](=[O:37])[CH3:38].[ClH:1].[ClH:2].[ClH:3]>>[C:4](=[O:5])([OH:6])[c:7]1[cH:8][cH:9][c:10]([CH2:11][CH2:12][N:13]2[CH2:14][CH2:15][N:16]([CH2:19][CH:20]([CH3:21])[O:22][c:23]3[cH:24][cH:25][c:26]([NH:29][C:33]([CH3:32])=[O:34])[cH:27][cH:28]3)[CH2:17][CH2:18]2)[cH:30][cH:31]1. Reactants: [N+](=O)([O-])C=1C=CC2=C(C(C3=C(CC2)C=CC=C3)N3CCN(CC3)C\C=C\C3=CC(=CC=C3)NC(C3=CC=CC=C3)(C3=CC=CC=C3)C3=CC=CC=C3)C1 (3-nitro-5-[4-{(E)-3-(3-triphenylmethylaminophenyl)allyl}piperazin-1-yl]-10,11-dihydro-5H-dibenzo[a,d]cycloheptene). Run in C(C)(=O)O (acetic acid), CO (methanol). Conditions: temperature 40 celsius, time 2 hour. Yields the product [N+](=O)([O-])C=1C=CC2=C(C(C3=C(CC2)C=CC=C3)N3CCN(CC3)C\C=C\C3=CC(=CC=C3)N)C1 (3-nitro-5-[4-{(E)-3-(3-aminophenyl)allyl}-piperazin-1-yl]-10,11-dihydro-5H-dibenzo[a,d]cycloheptene). Reaction SMILES: [N+:1]([C:4]1[CH:5]=[CH:6][C:7]2[CH2:13][CH2:12][C:11]3[CH:14]=[CH:15][CH:16]=[CH:17][C:10]=3[CH:9]([N:18]3[CH2:23][CH2:22][N:21]([CH2:24]/[CH:25]=[CH:26]/[C:27]4[CH:32]=[CH:31][CH:30]=[C:29]([NH:33]C(C5C=CC=CC=5)(C5C=CC=CC=5)C5C=CC=CC=5)[CH:28]=4)[CH2:20][CH2:19]3)[C:8]=2[CH:53]=1)([O-:3])=[O:2]>C(O)(=O)C.CO>[N+:1]([C:4]1[CH:5]=[CH:6][C:7]2[CH2:13][CH2:12][C:11]3[CH:14]=[CH:15][CH:16]=[CH:17][C:10]=3[CH:9]([N:18]3[CH2:19][CH2:20][N:21]([CH2:24]/[CH:25]=[CH:26]/[C:27]4[CH:32]=[CH:31][CH:30]=[C:29]([NH2:33])[CH:28]=4)[CH2:22][CH2:23]3)[C:8]=2[CH:53]=1)([O-:3])=[O:2]. Reported procedure: 7.0 g of 3-nitro-5-[4-{(E)-3-(3-triphenylmethylaminophenyl)allyl}piperazin-1-yl]-10,11-dihydro-5H-dibenzo[a,d]cycloheptene was dissolved in 20 ml of acetic acid and 20 ml of methanol. The solution was stirred for 2 hours at 40° C. The solvent was removed by distillation under reduced pressure. The residue was dissolved in 100 ml of ethyl acetate. The solution was washed with a saturated aqueous sodium hydrogen-carbonate solution, water and a saturated aqueous sodium chloride solution in this ord... Starting materials: COC=1C(=CC2=C(C(=NCC(N2C)=O)C#CC2=CC=CC=C2)C1)OC (7,8-dimethoxy-1-methyl-5-(2-phenylethynyl)-1,3-dihydro-1,4-benzodiazepin-2-one), C(Cl)Cl (CH2Cl2). Reagents/catalysts: [Pd] (Pd/C). Solvent: CO (MeOH). Product: COC=1C(=CC2=C(C(=NCC(N2C)=O)CCC2=CC=CC=C2)C1)OC (7,8-dimethoxy-1-methyl-5-(2-phenylethyl)-1,3-dihydro-2H-1,4-benzodiazepin-2-one). Yield: 5.0%. Reaction SMILES: [CH3:1][O:2][C:3]1[C:4]([O:24][CH3:25])=[CH:5][C:6]2[N:12]([CH3:13])[C:11](=[O:14])[CH2:10][N:9]=[C:8]([C:15]#[C:16][C:17]3[CH:22]=[CH:21][CH:20]=[CH:19][CH:18]=3)[C:7]=2[CH:23]=1.C(Cl)Cl>CO.[Pd]>[CH3:1][O:2][C:3]1[C:4]([O:24][CH3:25])=[CH:5][C:6]2[N:12]([CH3:13])[C:11](=[O:14])[CH2:10][N:9]=[C:8]([CH2:15][CH2:16][C:17]3[CH:18]=[CH:19][CH:20]=[CH:21][CH:22]=3)[C:7]=2[CH:23]=1. Reported procedure: Stir a mixture of 80 mg (0.24 mmol) of 7,8-dimethoxy-1-methyl-5-(2-phenylethynyl)-1,3-dihydro-1,4-benzodiazepin-2-one 132, 15 mg of 10% Pd/C by weight in 5 ml of MeOH and 5 ml of CH2Cl2 under 70 psi of H2 for 48 hours. Filter the suspension on celite, rinse three times with 10 ml of MeOH. Evaporate to dryness and purify by silica chromatography (AcOEt 1/hexane 1, then AcOEt). Yield: 5%. M: 112–115° C. 1H-NMR (CDCl3, 300 MHz): d 2.95–3.07 (m, 4H, CH2CH2), 3.28 (s, 3H, NCH3), 3.87 (s, 3H, OCH3), 3...